Dataset: the Open Reaction Database (ORD), a public repository of structured organic reaction records. Task: describe an organic reaction: reactants, conditions, products, and yield Reactants: Pd[(PPh)3]4, C(=O)([O-])[O-].[K+].[K+] (K2CO3), BrC=1C(=NC=C(C1)C1=CC=C(C=C1)S(=O)(=O)C)N (3-bromo-5-[4-(methylsulfonyl)phenyl]pyridin-2-amine), NC(=O)C1=CC=C(C=C1)B(O)O (4-aminocarbonylphenylboronic acid). Solvent: O1CCOCC1 (dioxane), CN(C)C=O (DMF). Conditions: temperature 120 celsius, time 14 hour. The product is NC1=NC=C(C=C1C1=CC=C(C(=O)N)C=C1)C1=CC=C(C=C1)S(=O)(=O)C (4-{2-amino-5- [4-(methylsulfonyl)phenyl]pyridin-3-yl}benzamide). The yield is 56.0%. As a reaction SMILES: C([O-])([O-])=O.[K+].[K+].Br[C:8]1[C:9]([NH2:24])=[N:10][CH:11]=[C:12]([C:14]2[CH:19]=[CH:18][C:17]([S:20]([CH3:23])(=[O:22])=[O:21])=[CH:16][CH:15]=2)[CH:13]=1.[NH2:25][C:26]([C:28]1[CH:33]=[CH:32][C:31](B(O)O)=[CH:30][CH:29]=1)=[O:27]>O1CCOCC1.CN(C=O)C>[NH2:24][C:9]1[C:8]([C:31]2[CH:32]=[CH:33][C:28]([C:26]([NH2:25])=[O:27])=[CH:29][CH:30]=2)=[CH:13][C:12]([C:14]2[CH:19]=[CH:18][C:17]([S:20]([CH3:23])(=[O:22])=[O:21])=[CH:16][CH:15]=2)=[CH:11][N:10]=1 |f:0.1.2|. Procedure: Aqueous K2CO3 solution (1 M, 0.4 mL) was added to a suspension of 3-bromo-5-[4-(methylsulfonyl)phenyl]pyridin-2-amine obtained as described above (0.15 g, 0.46 mmol), 4-aminocarbonylphenylboronic acid (0.120 g, 0.51 mmol) and Pd[(PPh)3]4 (0.016 g, 0.02 mmol) in dioxane (5 mL) and DMF (2 mL) under N2. The reaction mixture was stirred at 120 ° C. for 14 h, poured onto H2O (10 mL) and extracted with MeOH/CHCl3 (1:4) (3×20 mL). The combined organic layers were washed with brine (20 mL), dried over a... Starting materials: COC1=NC2=C(C=C(C(=C2C(=N1)OC)OC)OC)Cl (2,4,5,6-tetramethoxy-8-chloroquinazoline), N (ammonia), teflon. The product is NC1=NC(=NC2=C(C=C(C(=C12)OC)OC)Cl)OC (4-Amino-8-chloro-2,5,6-trimethoxyquinazoline). Reaction SMILES: [CH3:1][O:2][C:3]1[N:12]=[C:11](OC)[C:10]2[C:5](=[C:6]([Cl:19])[CH:7]=[C:8]([O:17][CH3:18])[C:9]=2[O:15][CH3:16])[N:4]=1.[NH3:20]>>[NH2:20][C:11]1[C:10]2[C:5](=[C:6]([Cl:19])[CH:7]=[C:8]([O:17][CH3:18])[C:9]=2[O:15][CH3:16])[N:4]=[C:3]([O:2][CH3:1])[N:12]=1. Reported procedure: A mixture of 2,4,5,6-tetramethoxy-8-chloroquinazoline (2.1 g, 0.0073 moles) and saturated methanolic ammonia (60 ml) was warmed to 80° C. for 16 hours in a teflon lined acid digestion bomb. The crude reaction mixture was filtered, and the resulting solid was recrystallized twice from N,N-dimethylformamide, washed three times with methanol and dried under vacuum at 60° C. to afford the product (1.08 g), mp 203°-204° C. The reactants are O=C1CCC(=O)N1Br, O=C(OOC(=O)c1ccccc1)c1ccccc1, ClC(Cl)(Cl)Cl, Cc1cccc(-c2cnoc2)c1. The product is BrCc1cccc(-c2cnoc2)c1. Reaction SMILES: [Br:13][N:14]1[C:15](=[O:16])[CH2:17][CH2:18][C:19]1=[O:20].[C:21]([O:22][O:23][C:24](=[O:25])[c:26]1[cH:27][cH:28][cH:29][cH:30][cH:31]1)(=[O:32])[c:33]1[cH:34][cH:35][cH:36][cH:37][cH:38]1.[C:39]([Cl:40])([Cl:41])([Cl:42])[Cl:43].[CH3:1][c:2]1[cH:3][c:4](-[c:8]2[cH:9][n:10][o:11][cH:12]2)[cH:5][cH:6][cH:7]1>>[CH2:1]([c:2]1[cH:3][c:4](-[c:8]2[cH:9][n:10][o:11][cH:12]2)[cH:5][cH:6][cH:7]1)[Br:13]. Reactants: N1CCOCC1 (morpholine), [Br-].CC1=[S+]C=CS1 (2-methyl-1,3-dithiolium bromide). The solvent is C(C)O (ethanol). The product is [Br-].S1C(SC=C1)=[N+]1CCOCC1 (4-(1,3-dithiol-2-ylidene)morpholinium bromide). Isolated yield 71.5%. RXN SMILES: [NH:1]1[CH2:6][CH2:5][O:4][CH2:3][CH2:2]1.[Br-:7].C[C:9]1[S:13][CH:12]=[CH:11][S+:10]=1>C(O)C>[Br-:7].[S:10]1[CH:11]=[CH:12][S:13][C:9]1=[N+:1]1[CH2:6][CH2:5][O:4][CH2:3][CH2:2]1 |f:1.2,4.5|. Reported procedure: 1.0 g of morpholine and 2.3 g of 2-methyl-1,3-dithiolium bromide were treated in the same manner as in Example 26, and the product was recrystallized from ethanol, whereby 2.2 g (yield: 86.6%) of 4-(1,3-dithiol-2-ylidene)morpholinium bromide (Compound No. 28) was obtained as crystals having a melting point of 274° to 276° C. Yields the product COC(C1=C(NC(=C(C1C1=CC(=CC=C1)[N+](=O)[O-])S(N(C)C)(=O)=O)C1CCCCC1)C)=O (6-cyclohexyl-5-(dimethylsulfamoyl)-1,4-dihydro-2-methyl-4-(3-nitrophenyl)nicotinic acid methyl ester). Procedure: A solution of 3.67 g (0.01 mol) of α-(cyclohexylcarbonyl)-N,N-dimethyl-3-nitrostyrenesulfonamide in 30 ml of isopropanol is treated with 1.15 g (0.01 mol) of 3-aminocrotonic acid methyl ester and 1.16 g (0.005 mol) of DL-camphor-10-sulfonic acid in accordance with the procedure described in Example 1. After chromatography on silica gel with methylene chloride/ethyl acetate (9:1) as the elution agent the crude product is recrystallized from acetonitrile. There are obtained 1.5 g (32%) of 6-cycloh... Reactants: C1(CCCCC1)C(=O)C(=CS(=O)(=O)N(C)C)C1=CC(=CC=C1)[N+](=O)[O-] (α-(cyclohexylcarbonyl)-N,N-dimethyl-3-nitrostyrenesulfonamide), COC(\C=C(\C)/N)=O (3-aminocrotonic acid methyl ester), DL-camphor-10-sulfonic acid. Solvent: C(C)(C)O (isopropanol). Reaction SMILES: C1(C([C:9]([C:17]2[CH:22]=[CH:21][CH:20]=[C:19]([N+:23]([O-:25])=[O:24])[CH:18]=2)=[CH:10][S:11]([N:14]([CH3:16])[CH3:15])(=[O:13])=[O:12])=O)CCCCC1.[CH3:26][O:27][C:28](=[O:33])/[CH:29]=[C:30](\[NH2:32])/[CH3:31]>C(O)(C)C>[CH3:26][O:27][C:28](=[O:33])[C:29]1[CH:9]([C:17]2[CH:22]=[CH:21][CH:20]=[C:19]([N+:23]([O-:25])=[O:24])[CH:18]=2)[C:10]([S:11](=[O:13])(=[O:12])[N:14]([CH3:16])[CH3:15])=[C:9]([CH:17]2[CH2:22][CH2:21][CH2:20][CH2:19][CH2:18]2)[NH:32][C:30]=1[CH3:31]. Isolated yield 64.7%. Reactants: C1(=CC=C(C=C1)S(=O)(=O)Cl)C (p-toluenesulfonyl chloride), C(C)(=O)OC(CCCO)COCCC (4-acetoxy-5-propoxy-1-pentanol), O (water), ice. Run in N1=CC=CC=C1 (pyridine), CCOCC (ether). Run at temperature 20 celsius, time 40 minute. Yields the product S(=O)(=O)(C1=CC=C(C)C=C1)OCCCC(COCCC)OC(C)=O (4-Acetoxy-5-propoxy-1-pentanol Tosylate). As a reaction SMILES: [C:1]1([CH3:11])[CH:6]=[CH:5][C:4]([S:7](Cl)(=[O:9])=[O:8])=[CH:3][CH:2]=1.[C:12]([O:15][CH:16]([CH2:21][O:22][CH2:23][CH2:24][CH3:25])[CH2:17][CH2:18][CH2:19][OH:20])(=[O:14])[CH3:13].O>N1C=CC=CC=1.CCOCC>[S:7]([O:20][CH2:19][CH2:18][CH2:17][CH:16]([O:15][C:12](=[O:14])[CH3:13])[CH2:21][O:22][CH2:23][CH2:24][CH3:25])([C:4]1[CH:5]=[CH:6][C:1]([CH3:11])=[CH:2][CH:3]=1)(=[O:9])=[O:8]. Procedure: A solution of p-toluenesulfonyl chloride (42.0 g., 0.22 mole) in pyridine (100 ml.) is cooled in an ice bath while 4-acetoxy-5-propoxy-1-pentanol (36.8 g., 0.193 mole) is added dropwise with stirring during 40 minutes. The ice bath is replaced by a cool (20° C.) water bath and stirring is continued for 2 hours. The mixture is then poured into 500 ml. of water. The oily product is taken up in ether, washed with 2 N hydrochloric acid and water, and dried over sodium sulfate. The solvent is distill...